Dataset: the Open Reaction Database (ORD), a public repository of structured organic reaction records. Task: describe an organic reaction: reactants, conditions, products, and yield Reactants: [Mg+]CCc1ccccc1, C1CCOC1, [Cl-], Cl, CON(C)C(=O)c1cccc(C(F)(F)F)c1F. RXN SMILES: [CH2:19]([CH2:20][c:21]1[cH:22][cH:23][cH:24][cH:25][cH:26]1)[Mg+:27].[CH2:29]1[O:30][CH2:31][CH2:32][CH2:33]1.[Cl-:18].[ClH:28].[F:1][c:2]1[c:3]([C:4](=[O:5])[N:6]([O:7][CH3:8])[CH3:9])[cH:10][cH:11][cH:12][c:13]1[C:14]([F:15])([F:16])[F:17]>>[F:1][c:2]1[c:3]([C:4](=[O:5])[CH2:19][CH2:20][c:21]2[cH:22][cH:23][cH:24][cH:25][cH:26]2)[cH:10][cH:11][cH:12][c:13]1[C:14]([F:15])([F:16])[F:17]. Product: O=C(CCc1ccccc1)c1cccc(C(F)(F)F)c1F. Starting materials: C(C)(C)(C)C=1C=C(C=C(C1)CN1CCCC1)NC(OC(C)(C)C)=O (tert-Butyl [3-tert-butyl-5-(pyrrolidin-1-ylmethyl)phenyl]carbamate). Run in Cl (Hydrochloric acid), CCOCC (Et2O). Product: C(C)(C)(C)C=1C=C(N)C=C(C1)CN1CCCC1 (3-tert-butyl-5-(pyrrolidin-1-ylmethyl)aniline). Isolated yield 100.0%. As a reaction SMILES: [C:1]([C:5]1[CH:6]=[C:7]([NH:17]C(=O)OC(C)(C)C)[CH:8]=[C:9]([CH2:11][N:12]2[CH2:16][CH2:15][CH2:14][CH2:13]2)[CH:10]=1)([CH3:4])([CH3:3])[CH3:2]>Cl.CCOCC>[C:1]([C:5]1[CH:6]=[C:7]([CH:8]=[C:9]([CH2:11][N:12]2[CH2:16][CH2:15][CH2:14][CH2:13]2)[CH:10]=1)[NH2:17])([CH3:4])([CH3:2])[CH3:3]. Reported procedure: tert-Butyl [3-tert-butyl-5-(pyrrolidin-1-ylmethyl)phenyl]carbamate (55 mg, 0.00016 mol) was allowed to stir in 1M Hydrochloric acid in Et2O (10 mL) at rt for 5 h. The reaction mixture was concentrated to give 3-tert-butyl-5-(pyrrolidin-1-ylmethyl)aniline (100%) which was used without purification. LCMS ES+233. Reactants: CC1CO1, CC#N, Fc1ccc2c(C3CCNCC3)noc2c1. Product: CC(O)CN1CCC(c2noc3cc(F)ccc23)CC1. Reaction SMILES: [CH2:17]1[CH:18]([CH3:19])[O:20]1.[CH3:21][C:22]#[N:23].[F:1][c:2]1[cH:3][c:4]2[c:5]([c:6]([CH:9]3[CH2:10][CH2:11][NH:12][CH2:13][CH2:14]3)[n:7][o:8]2)[cH:15][cH:16]1>>[F:1][c:2]1[cH:3][c:4]2[c:5]([c:6]([CH:9]3[CH2:10][CH2:11][N:12]([CH2:17][CH:18]([CH3:19])[OH:20])[CH2:13][CH2:14]3)[n:7][o:8]2)[cH:15][cH:16]1. Starting materials: FC1=C(C(=O)NC=2SC(=C(N2)C(=O)N(C)OC)C2=CC(=CC=C2)C(F)(F)F)C(=CC=C1)F (2-(2,6-difluorobenzamido)-N-methoxy-N-methyl-5-(3-(trifluoromethyl)phenyl)thiazole-4-carboxamide), C[Mg+].[Br-] (MeMgBr), C1CCOC1 (THF), O (water). Yields the product FC1=C(C(=O)NC=2SC(=C(N2)C(CC)=O)C2=CC(=CC=C2)C(F)(F)F)C(=CC=C1)F (2,6-difluoro-N-(4-propionyl-5-(3-(trifluoromethyl)phenyl)thiazol-2-yl)benzamide). The yield is 83.0%. RXN SMILES: [F:1][C:2]1[CH:31]=[CH:30][CH:29]=[C:28]([F:32])[C:3]=1[C:4]([NH:6][C:7]1[S:8][C:9]([C:18]2[CH:23]=[CH:22][CH:21]=[C:20]([C:24]([F:27])([F:26])[F:25])[CH:19]=2)=[C:10]([C:12](N(OC)C)=[O:13])[N:11]=1)=[O:5].C[Mg+].[Br-].O.[CH2:37]1COC[CH2:38]1>>[F:1][C:2]1[CH:31]=[CH:30][CH:29]=[C:28]([F:32])[C:3]=1[C:4]([NH:6][C:7]1[S:8][C:9]([C:18]2[CH:23]=[CH:22][CH:21]=[C:20]([C:24]([F:27])([F:25])[F:26])[CH:19]=2)=[C:10]([C:12](=[O:13])[CH2:37][CH3:38])[N:11]=1)=[O:5] |f:1.2|. Reported procedure: To the solution of Compound 93 (220 mg, 0.47 mmol) in 10 mL of anhydrous THF was added MeMgBr (3.0 M in Et2O, 0.5 mL) at −78° C. The solution was slowly warmed to room temperature over 2 hours. The reaction mixture was treated with 10 mL of water. The mixture was extracted with Et2O, the combined organic phases were dried (Na2SO4) and concentrated. The residue was purified by column chromatography on silica gel (eluted with 10-100% ethyl acetate in hexanes) to give Compound 94 (184 mg, 83%) as a... The reactants are Cl.ClC1=C(C(=CC=C1)F)NN ((2-Chloro-6-fluorophenyl)hydrazine hydrochloride), C(C)OC=C(C#N)C#N (2-(Ethoxymethylene)malononitrile). Conditions: temperature 0 celsius, time 30 minute. Product: NC1=C(C=NN1C1=C(C=CC=C1F)Cl)C#N (5-amino-1-(2-chloro-6-fluorophenyl)-1H-pyrazole-4-carbonitrile). RXN SMILES: Cl.[Cl:2][C:3]1[CH:8]=[CH:7][CH:6]=[C:5]([F:9])[C:4]=1[NH:10][NH2:11].C(O[CH:15]=[C:16]([C:19]#[N:20])[C:17]#[N:18])C>>[NH2:20][C:19]1[N:10]([C:4]2[C:5]([F:9])=[CH:6][CH:7]=[CH:8][C:3]=2[Cl:2])[N:11]=[CH:15][C:16]=1[C:17]#[N:18] |f:0.1|. Reported procedure: (2-Chloro-6-fluorophenyl)hydrazine hydrochloride (CAS no. 529512-79-6) (5 g, 25.38 mmol) was partitioned between EtOAc (100 mL) and NaOH (2M, aq) (40 mL). The organic layer separated and washed with water (50 mL), brine (50 mL), dried (MgSO4), filtered and concentrated. The resultant oil was suspended in MeOH (50 mL) under nitrogen at -5° C. 2-(Ethoxymethylene)malononitrile (3.10 g, 25.38 mmol) added portionwise over 5 mins and the mixture stirred at ˜0° C. for 30 mins. The reaction mixture was ... The reactants are C(=O)=O (carbon dioxide), C(=O)=O (carbon dioxide), CC1(OC2=C(O1)C=CC(=C2)F)C (2,2-dimethyl-5-fluoro-1,3-benzodioxole), solution, C(CCC)[Li] (n-butyllithium). Run in O1CCCC1 (tetrahydrofuran), hexanes. Yields the product CC1(OC2=C(O1)C=CC(=C2C(=O)O)F)C (2,2-dimethyl-5-fluoro-1,3-benzodioxol-4-ylcarboxylic acid). RXN SMILES: [CH3:1][C:2]1([CH3:12])[O:6][C:5]2[CH:7]=[CH:8][C:9]([F:11])=[CH:10][C:4]=2[O:3]1.C([Li])CCC.[C:18](=[O:20])=[O:19]>O1CCCC1>[CH3:1][C:2]1([CH3:12])[O:6][C:5]2[CH:7]=[CH:8][C:9]([F:11])=[C:10]([C:18]([OH:20])=[O:19])[C:4]=2[O:3]1. Reported procedure: In a flask were placed 29.3 g (0.174 mole) of 2,2-dimethyl-5-fluoro-1,3-benzodioxole and 200 mL of dry tetrahydrofuran, and the resulting solution was cooled to -78° C. To this solution was added dropwise 66.4 mL (0.166 mole) of a 2.5 M solution of n-butyllithium in hexanes. This mixture was stirred at -78° C. for one hour after which a carbon dioxide atmosphere was placed above the reaction mixture. The temperature was allowed to warm to ambient conditions during a 16 hour period while maintain... Reactants: CCC1(C)C=C(C(=S)NC)c2cc(C#N)ccc2O1, Cl, Cc1ccc(S(=O)(=O)Cl)cc1, c1ccncc1. Yields the product CCC1(C)C=C(C(=O)NC)c2cc(C#N)ccc2O1. As a reaction SMILES: [CH3:1][NH:2][C:3](=[S:4])[C:5]1=[CH:6][C:7]([CH3:17])([CH2:18][CH3:19])[O:8][c:9]2[c:10]1[cH:11][c:12]([C:15]#[N:16])[cH:13][cH:14]2.[ClH:31].[c:20]1([CH3:21])[cH:22][cH:23][c:24]([S:25]([Cl:26])(=[O:27])=[O:28])[cH:29][cH:30]1.[cH:32]1[cH:33][cH:34][n:35][cH:36][cH:37]1>>[CH3:1][NH:2][C:3]([C:5]1=[CH:6][C:7]([CH3:17])([CH2:18][CH3:19])[O:8][c:9]2[c:10]1[cH:11][c:12]([C:15]#[N:16])[cH:13][cH:14]2)=[O:27]. The reactants are CCCCCCCCOC(=O)Cl, O=Cc1ccc(O)cc1, c1ccncc1. The product is CCCCCCCCOC(=O)Oc1ccc(C=O)cc1. RXN SMILES: [Cl:1][C:2](=[O:3])[O:4][CH2:5][CH2:6][CH2:7][CH2:8][CH2:9][CH2:10][CH2:11][CH3:12].[OH:13][c:14]1[cH:15][cH:16][c:17]([CH:18]=[O:19])[cH:20][cH:21]1.[cH:22]1[cH:23][cH:24][n:25][cH:26][cH:27]1>>[C:2](=[O:3])([O:4][CH2:5][CH2:6][CH2:7][CH2:8][CH2:9][CH2:10][CH2:11][CH3:12])[O:13][c:14]1[cH:15][cH:16][c:17]([CH:18]=[O:19])[cH:20][cH:21]1.